From a dataset of the Open Reaction Database (ORD), a public repository of structured organic reaction records. describe an organic reaction: reactants, conditions, products, and yield Reactants: C(=O)C=C (acrolein), Example 21 ( iii ), COC1=CC=C(C=C1)C(C#N)NC1=CC=C(C=C1)SC (α-(4-methoxyphenyl)-α-(4-methylthioanilino)acetonitrile). The product is COC1=CC=C(C=NC2=CC=C(C=C2)SC)C=C1 (N-(4-Methoxybenzylidene)-4-methylthioaniline), powder. Yield: 9.0%. RXN SMILES: [CH3:1][O:2][C:3]1[CH:8]=[CH:7][C:6]([CH:9]([NH:12][C:13]2[CH:18]=[CH:17][C:16]([S:19][CH3:20])=[CH:15][CH:14]=2)C#N)=[CH:5][CH:4]=1.C(C=C)=O>>[CH3:1][O:2][C:3]1[CH:4]=[CH:5][C:6]([CH:9]=[N:12][C:13]2[CH:18]=[CH:17][C:16]([S:19][CH3:20])=[CH:15][CH:14]=2)=[CH:7][CH:8]=1. Reported procedure: Following a procedure similar to that described in Example 21 (iii), but using α-(4-methoxyphenyl)-α-(4-methylthioanilino)acetonitrile [prepared as described in step (ii) above] and acrolein as starting materials, the title compound was obtained as a white powder (yield 9%), melting at 183-184° C. Reactants: C(C)(=O)C1=C(C(C(=O)OC)=CC=C1)O (methyl 3-acetylsalicylate), C([O-])([O-])=O.[K+].[K+] (potassium carbonate), BrC1C(=O)OCC1 (α-bromo-γ-butyrolactone). Run in CC(=O)C (acetone). The product is C(C)(=O)C1=CC=CC(=C1OC1C(=O)OCC1)C(=O)OC (α-[(6-acetyl-2-methoxycarbonylphenyl)oxy]-γ-butyrolactone). RXN SMILES: [C:1]([C:4]1[CH:13]=[CH:12][CH:11]=[C:6]([C:7]([O:9][CH3:10])=[O:8])[C:5]=1[OH:14])(=[O:3])[CH3:2].C(=O)([O-])[O-].[K+].[K+].Br[CH:22]1[CH2:27][CH2:26][O:25][C:23]1=[O:24]>CC(C)=O>[C:1]([C:4]1[C:5]([O:14][CH:22]2[CH2:27][CH2:26][O:25][C:23]2=[O:24])=[C:6]([C:7]([O:9][CH3:10])=[O:8])[CH:11]=[CH:12][CH:13]=1)(=[O:3])[CH3:2] |f:1.2.3|. Procedure: To a mixture of methyl 3-acetylsalicylate (5.8 g) and potassium carbonate (10.4 g) in acetone (200 ml) was added α-bromo-γ-butyrolactone (12.5 g) under stirring, and the mixture was refluxed for 11 hours. The insolubles were filtered off and the filtrate was concentrated under reduced pressure. The residue was subjected to chromatography on silica gel eluting with chloroform. By the above procedure, there was obtained α-[(6-acetyl-2-methoxycarbonylphenyl)oxy]-γ-butyrolactone as pale yellow oil. Reactants: C1(=CC=CC=C1)C(C(=O)N=C=O)C1=CC=CC=C1 (diphenylacetyl isocyanate), C1(CCCC1)O (cyclopentanol). The product is C1(CCCC1)OC(NC(C(C1=CC=CC=C1)C1=CC=CC=C1)=O)=O (Diphenylacetyl-carbamic acid cyclopentyl ester). RXN SMILES: [C:1]1([CH:7]([C:13]2[CH:18]=[CH:17][CH:16]=[CH:15][CH:14]=2)[C:8]([N:10]=[C:11]=[O:12])=[O:9])[CH:6]=[CH:5][CH:4]=[CH:3][CH:2]=1.[CH:19]1([OH:24])[CH2:23][CH2:22][CH2:21][CH2:20]1>>[CH:19]1([O:24][C:11](=[O:12])[NH:10][C:8](=[O:9])[CH:7]([C:1]2[CH:6]=[CH:5][CH:4]=[CH:3][CH:2]=2)[C:13]2[CH:18]=[CH:17][CH:16]=[CH:15][CH:14]=2)[CH2:23][CH2:22][CH2:21][CH2:20]1. Reported procedure: The title compound, white solid, m.p. 120-123° C. and MS: m/e=323.4 (MH+) was prepared in accordance with the general method of example 1 from diphenylacetyl isocyanate and cyclopentanol. Reactants: O1C(CCCC1)OC1=CC=C(C=C1)[C@@H](CC(=O)OCC)\C=C\CC (Ethyl (3S,4E)-3-(4-(tetrahydro-2H-pyran-2-yloxy)phenyl)-4-heptenoate), CC1=CC=C(C=C1)S(=O)(=O)[O-].C1=CC=[NH+]C=C1 (PPTS). Run in CCO (EtOH). Run at time 16 hour. Product: OC1=CC=C(C=C1)[C@@H](CC(=O)OCC)\C=C\CC (Ethyl (3S,4E)-3-(4-hydroxyphenyl)-4-heptenoate). Yield: 84.8%. Reaction SMILES: O1CCCCC1[O:7][C:8]1[CH:13]=[CH:12][C:11]([C@H:14](/[CH:21]=[CH:22]/[CH2:23][CH3:24])[CH2:15][C:16]([O:18][CH2:19][CH3:20])=[O:17])=[CH:10][CH:9]=1.CC1C=CC(S([O-])(=O)=O)=CC=1.C1C=C[NH+]=CC=1>CCO>[OH:7][C:8]1[CH:9]=[CH:10][C:11]([C@H:14](/[CH:21]=[CH:22]/[CH2:23][CH3:24])[CH2:15][C:16]([O:18][CH2:19][CH3:20])=[O:17])=[CH:12][CH:13]=1 |f:1.2|. Reported procedure: To a stirred solution of 18.1 (180 mg, 0.57 mmol) in EtOH (5 mL) at 23 C was added PPTS (catalytic). Stirring was continued for 16 hours. The reaction was concentrated in vacuo. The residue was then purified by flash chromatography (SiO2 gel 60, eluted with 0 to 20% EtOAc in hexanes). Fractions containing the desired product were combined and concentrated to give a colorless oil. The residue was purified by flash chromatography (SiO2 gel 60, eluted with 0 to 20% EtOAc in hexanes). The combined f... Reactants: OC1(C(C2=C(C=CC(=C2C1=O)NC(C)=O)[N+](=O)[O-])=O)C1=C(C=C(C=C1)C(C)C)OC (N-(2-hydroxy-2-(4-isopropyl-2-methoxyphenyl)-7-nitro-1,3-dioxo-2,3-dihydro-1H-inden-4-yl)acetamide), Cl (HCl), O (water). The reagents and catalysts are [Fe] (iron). The solvent is C(C)O (ethanol). Product: NC=1C=CC(=C2C(C(C(C12)=O)(C1=C(C=C(C=C1)C(C)C)OC)O)=O)NC(C)=O (N-(7-Amino-2-hydroxy-2-(4-isopropyl-2-methoxyphenyl)-1,3-dioxo-2,3-dihydro-1H-inden-4-yl)acetamide). The yield is 70.8%. Reaction SMILES: [OH:1][C:2]1([C:20]2[CH:25]=[CH:24][C:23]([CH:26]([CH3:28])[CH3:27])=[CH:22][C:21]=2[O:29][CH3:30])[C:10](=[O:11])[C:9]2[C:4](=[C:5]([N+:16]([O-])=O)[CH:6]=[CH:7][C:8]=2[NH:12][C:13](=[O:15])[CH3:14])[C:3]1=[O:19].Cl.O>C(O)C.[Fe]>[NH2:16][C:5]1[CH:6]=[CH:7][C:8]([NH:12][C:13](=[O:15])[CH3:14])=[C:9]2[C:4]=1[C:3](=[O:19])[C:2]([OH:1])([C:20]1[CH:25]=[CH:24][C:23]([CH:26]([CH3:27])[CH3:28])=[CH:22][C:21]=1[O:29][CH3:30])[C:10]2=[O:11]. Procedure: N-(2-hydroxy-2-(4-isopropyl-2-methoxyphenyl)-7-nitro-1,3-dioxo-2,3-dihydro-1H-inden-4-yl)acetamide (0.10 g, 0.24 mmol) was completely dissolved in anhydrous ethanol (3 ml). This solution was added with iron (0.098 g), conc. HCl (0.05 ml) and water (0.3 ml). The reaction mixture was heated for 2 hrs under reflux. After filtration at high temperature to remove iron, the filtrate was concentrated in a vacuum and purified using column chromatography (ethylacetate:hexane=1:2) to afford the title comp... Reactants: CCOC(C)=O, O=S(=O)(CCCl)c1cccc(C(F)(F)F)c1, Cl, [K+], [K+], O=C([O-])[O-], CN(C)C=O, O, O=C(O)c1cccnc1S. Product: O=C(O)c1cccnc1SCCS(=O)(=O)c1cccc(C(F)(F)F)c1. Reaction SMILES: [CH3:39][CH2:40][O:41][C:42](=[O:43])[CH3:44].[Cl:17][CH2:18][CH2:19][S:20](=[O:21])(=[O:22])[c:23]1[cH:24][c:25]([C:29]([F:30])([F:31])[F:32])[cH:26][cH:27][cH:28]1.[ClH:33].[K+:1].[K+:2].[O-:3][C:4]([O-:5])=[O:6].[O:34]=[CH:35][N:36]([CH3:37])[CH3:38].[OH2:45].[SH:7][c:8]1[c:9]([C:10](=[O:11])[OH:12])[cH:13][cH:14][cH:15][n:16]1>>[S:7]([c:8]1[c:9]([C:10](=[O:11])[OH:12])[cH:13][cH:14][cH:15][n:16]1)[CH2:18][CH2:19][S:20](=[O:21])(=[O:22])[c:23]1[cH:24][c:25]([C:29]([F:30])([F:31])[F:32])[cH:26][cH:27][cH:28]1.